This data is from the Open Reaction Database (ORD), a public repository of structured organic reaction records. The task is: describe an organic reaction: reactants, conditions, products, and yield Starting materials: Cc1cc(C#N)ccc1[N+](=O)[O-], CCO, CCOC(C)=O, [Na+], O=C([O-])O, O, Cl[Sn]Cl. RXN SMILES: [CH3:1][c:2]1[cH:3][c:4]([C:5]#[N:6])[cH:7][cH:8][c:9]1[N+:10]([O-:11])=[O:12].[CH3:22][CH2:23][OH:24].[CH3:25][CH2:26][O:27][C:28]([CH3:29])=[O:30].[Na+:21].[O-:17][C:18]([OH:19])=[O:20].[OH2:16].[Sn:13]([Cl:14])[Cl:15]>>[CH3:1][c:2]1[cH:3][c:4]([C:5]#[N:6])[cH:7][cH:8][c:9]1[NH2:10]. The product is Cc1cc(C#N)ccc1N. Starting materials: C1(=CC=CC=C1)C(CCCCCCCCC=O)C (10-phenylundecanal), C(C)(=O)OCC[Li] (lithioethyl acetate). Yields the product C(C)OC(CC(CCCCCCCCC(C)C1=CC=CC=C1)O)=O (3-hydroxy-12-phenyltridecanoic acid ethyl ester). Isolated yield 70.0%. Reaction SMILES: [C:1]1([CH:7]([CH3:18])[CH2:8][CH2:9][CH2:10][CH2:11][CH2:12][CH2:13][CH2:14][CH2:15][CH:16]=[O:17])[CH:6]=[CH:5][CH:4]=[CH:3][CH:2]=1.[C:19]([O:22][CH2:23][CH2:24][Li])(=[O:21])[CH3:20]>>[CH2:23]([O:22][C:19](=[O:21])[CH2:20][CH:16]([OH:17])[CH2:15][CH2:14][CH2:13][CH2:12][CH2:11][CH2:10][CH2:9][CH2:8][CH:7]([C:1]1[CH:6]=[CH:5][CH:4]=[CH:3][CH:2]=1)[CH3:18])[CH3:24]. Procedure details: When 78 g (0.317 mole) of 10-phenylundecanal was treated with lithioethyl acetate according to the procedure for the preparation of 3(R=CH3, m=12) 73.8 g (70% yield) of 3-hydroxy-12-phenyltridecanoic acid ethyl ester was obtained; δ (CDCl3) 1.28 (m, CH2), 2.1-2.6 (m, phenyl CH, CH2CO), 3.98-4.33 (CHOH, OCH2) and 7.20-7.22 (m, phenyl). This compound could be used without further purification. Starting materials: OBO, Fc1ccccc1, Oc1ccc(I)cc1, [K+], [K+], O=C([O-])[O-], CC(=O)[O-], CC(=O)[O-], C1COCCO1, O, [Pd+2]. Product: Oc1ccc(-c2ccc(F)cc2)cc1. As a reaction SMILES: [BH:9]([OH:10])[OH:11].[F:12][c:13]1[cH:14][cH:15][cH:16][cH:17][cH:18]1.[I:1][c:2]1[cH:3][cH:4][c:5]([OH:8])[cH:6][cH:7]1.[K+:19].[K+:20].[O-:21][C:22]([O-:23])=[O:24].[O-:33][C:34]([CH3:35])=[O:36].[O-:37][C:38]([CH3:39])=[O:40].[O:26]1[CH2:27][CH2:28][O:29][CH2:30][CH2:31]1.[OH2:25].[Pd+2:32]>>[c:2]1(-[c:16]2[cH:15][cH:14][c:13]([F:12])[cH:18][cH:17]2)[cH:3][cH:4][c:5]([OH:8])[cH:6][cH:7]1. Product: Cc1c2n(c3ccccc13)CCOC2(C)CCC=O. Reactants: Cc1c2n(c3ccccc13)CCOC2(C)CCCO, CS(C)=O, CO, O, O=C(O)C(F)(F)F, O=C(O)C(=O)O, c1ccccc1, c1ccncc1. As a reaction SMILES: [CH3:1][C:2]1([CH2:16][CH2:17][CH2:18][OH:19])[O:3][CH2:4][CH2:5][n:6]2[c:7]1[c:8]([CH3:15])[c:9]1[cH:10][cH:11][cH:12][cH:13][c:14]21.[CH3:26][S:27]([CH3:28])=[O:29].[CH3:44][OH:45].[OH2:43].[OH:30][C:31]([C:32]([F:33])([F:34])[F:35])=[O:36].[OH:37][C:38]([C:39](=[O:40])[OH:41])=[O:42].[cH:20]1[cH:21][cH:22][cH:23][cH:24][cH:25]1.[cH:46]1[cH:47][cH:48][n:49][cH:50][cH:51]1>>[CH3:1][C:2]1([CH2:16][CH2:17][CH:18]=[O:19])[O:3][CH2:4][CH2:5][n:6]2[c:7]1[c:8]([CH3:15])[c:9]1[cH:10][cH:11][cH:12][cH:13][c:14]21.